From a dataset of the Open Reaction Database (ORD), a public repository of structured organic reaction records. describe an organic reaction: reactants, conditions, products, and yield Product: OC1(CC(CCC1)C)CNC(=O)C=1C=2C=CC(=NC2C=CC1Cl)N1CC(CC1)F (6-Chloro-2-(3-fluoropyrrolidin-1-yl)-quinoline-5-carboxylic acid (1-hydroxy-3-methyl-cyclohexylmethyl)-amide). Reactants: OC1(CC(CCC1)C)CNC(=O)C=1C=2C=CC(=NC2C=CC1Cl)Cl (2,6-dichloro-quinoline-5-carboxylic acid (1-hydroxy-3methyl-cyclohexylmethyl)-amide), CCN(C(C)C)C(C)C (DIPEA), FC1CNCC1 (3-fluoropyrrolidine). Procedure details: The title compound was synthesized according to the procedure described in example 1 using 2,6-dichloro-quinoline-5-carboxylic acid (1-hydroxy-3methyl-cyclohexylmethyl)-amide, DIPEA and 3-fluoropyrrolidine. 1H NMR (400 MHz, DMSO-d6) δ ppm 8.75 (1H), 7.85 (m, 1H), 7.58 (2H), 7.05 (1H), 5.43-5.56 (1H), 4.16 (s, 1H), 3.89 (m, 2H), 3.70 (m, 1H), 3.55 (m, 1H), 3.26 (m, 2H), 2.44 (m, 2H), 2.06 (m, 2H), 1.85 (m, 2H), 1.74-1.76 (m, 5H), 1.27-1.32 (m, 1H), 0.83 (d, 3H). m/z: 420 [M+H] RXN SMILES: [OH:1][C:2]1([CH2:9][NH:10][C:11]([C:13]2[C:14]3[CH:15]=[CH:16][C:17](Cl)=[N:18][C:19]=3[CH:20]=[CH:21][C:22]=2[Cl:23])=[O:12])[CH2:7][CH2:6][CH2:5][CH:4]([CH3:8])[CH2:3]1.CCN(C(C)C)C(C)C.[F:34][CH:35]1[CH2:39][CH2:38][NH:37][CH2:36]1>>[OH:1][C:2]1([CH2:9][NH:10][C:11]([C:13]2[C:14]3[CH:15]=[CH:16][C:17]([N:37]4[CH2:38][CH2:39][CH:35]([F:34])[CH2:36]4)=[N:18][C:19]=3[CH:20]=[CH:21][C:22]=2[Cl:23])=[O:12])[CH2:7][CH2:6][CH2:5][CH:4]([CH3:8])[CH2:3]1. Starting materials: C12(CC3CC(CC(C1)C3)C2)OC2=CC(=C(N)C=C2)CSC (4-(1-adamantyloxy)-2-(methylthiomethyl)-aniline). Reagents/catalysts: [Ni] (Raney nickel). Run in C(C)O (ethanol). Yields the product C12(CC3CC(CC(C1)C3)C2)OC2=CC(=C(N)C=C2)C (4-(1-adamantyloxy)-2-methylaniline). Reaction SMILES: [C:1]12([O:11][C:12]3[CH:18]=[CH:17][C:15]([NH2:16])=[C:14]([CH2:19]SC)[CH:13]=3)[CH2:10][CH:5]3[CH2:6][CH:7]([CH2:9][CH:3]([CH2:4]3)[CH2:2]1)[CH2:8]2>[Ni].C(O)C>[C:1]12([O:11][C:12]3[CH:18]=[CH:17][C:15]([NH2:16])=[C:14]([CH3:19])[CH:13]=3)[CH2:8][CH:7]3[CH2:9][CH:3]([CH2:4][CH:5]([CH2:6]3)[CH2:10]1)[CH2:2]2. Procedure: 23.2 g. (0.0764 mole) of 4-(1-adamantyloxy)-2-(methylthiomethyl)-aniline was stirred for 2 hours with approximately 96 g. of Raney nickel in 600 ml. of absolute ethanol. The catalyst was filtered and the solvent was evaporated. Purification by chromatography on silica gel followed by recrystallization from CH2Cl2 -Skellysolve B afforded the desired product, a tan solid, m.p. 143.4°-145.1° C. The NMR spectrum was in accord with the assigned structure. The reactants are CC(=O)N1Cc2nc(N3CCN(Cc4ccccc4)CC3)ncc2C1=O, CCO, [H][H]. Product: CC(=O)N1Cc2nc(N3CCNCC3)ncc2C1=O. Reaction SMILES: [CH2:1]([c:2]1[cH:3][cH:4][cH:5][cH:6][cH:7]1)[N:8]1[CH2:9][CH2:10][N:11]([c:14]2[n:15][cH:16][c:17]3[c:18]([n:19]2)[CH2:20][N:21]([C:24]([CH3:25])=[O:26])[C:22]3=[O:23])[CH2:12][CH2:13]1.[CH3:29][CH2:30][OH:31].[H:27][H:28]>>[NH:8]1[CH2:9][CH2:10][N:11]([c:14]2[n:15][cH:16][c:17]3[c:18]([n:19]2)[CH2:20][N:21]([C:24]([CH3:25])=[O:26])[C:22]3=[O:23])[CH2:12][CH2:13]1. Starting materials: O[C@H]1[C@@H]([C@@H]2[C@@H](OC3=C2C=CC=C3CCCC(=O)O)C1)\C=C\[C@H](C(CC#CC)C)O ((1R,2R,3aS,8bS)-2,3,3a,8b-tetrahydro-2-hydroxy-1-[(3S,1E)-3-hydroxy-4-methyl-1-octene-6-ynyl]-5-(3-carboxypropyl)-1H-cyclopenta[b]benzofuran), [Cl-].[NH4+] (ammonium chloride), C(=O)(N1C=NC=C1)N1C=NC=C1 (1,1′-carbonyldiimidazole), N1CCOCC1 (morpholine). Solvent: CN(C=O)C (dimethylformamide). Run at temperature 50 celsius, time 1 hour. The product is O[C@H]1[C@@H]([C@@H]2[C@@H](OC3=C2C=CC=C3CCCCN3CCOCC3)C1)\C=C\[C@H](C(CC#CC)C)O ((1R,2R,3aS,8bS)-2,3,3a,8b-tetrahydro-2-hydroxy-1-[(3S,1E)-3-hydroxy-4-methyl-1-octene-6-ynyl]-5-(4-morpholinobutyl)-1H-cyclopenta[b]benzofuran). The yield is 46.6%. RXN SMILES: [OH:1][C@@H:2]1[CH2:19][C@@H:5]2[O:6][C:7]3[C:12]([CH2:13][CH2:14][CH2:15][C:16](O)=O)=[CH:11][CH:10]=[CH:9][C:8]=3[C@@H:4]2[C@H:3]1/[CH:20]=[CH:21]/[C@@H:22]([OH:29])[CH:23]([CH3:28])[CH2:24][C:25]#[C:26][CH3:27].C(N1C=CN=C1)(N1C=CN=C1)=O.[NH:42]1[CH2:47][CH2:46][O:45][CH2:44][CH2:43]1.[Cl-].[NH4+]>CN(C)C=O>[OH:1][C@@H:2]1[CH2:19][C@@H:5]2[O:6][C:7]3[C:12]([CH2:13][CH2:14][CH2:15][CH2:16][N:42]4[CH2:47][CH2:46][O:45][CH2:44][CH2:43]4)=[CH:11][CH:10]=[CH:9][C:8]=3[C@@H:4]2[C@H:3]1/[CH:20]=[CH:21]/[C@@H:22]([OH:29])[CH:23]([CH3:28])[CH2:24][C:25]#[C:26][CH3:27] |f:3.4|. Procedure: 10 mg of (1R,2R,3aS,8bS)-2,3,3a,8b-tetrahydro-2-hydroxy-1-[(3S,1E)-3-hydroxy-4-methyl-1-octene-6-ynyl]-5-(3-carboxypropyl)-1H-cyclopenta[b]benzofuran was taken and was dissolved in 2 mL of dimethylformamide. After addition of 8.1 mg of 1,1′-carbonyldiimidazole, it was stirred at 50° C. for 1 hour. It was cooled to ambient temperature, and 50 mg morpholine was added. After stirring at 50° C. for 1 hour, an aqueous solution saturated with ammonium chloride was added and extracted with ethyl acetat... Reported procedure: A solution of 500 mg 3-indolepyruvic acid in 25 ml anhydrous tetrahydrofuran on an ice-salt bath, under argon atmosphere and under stirring was additioned in swift succession with: 400 mg hydroxybenzotriazole (HOBt) and 570 mg 1-(3-dimethylaminopropyl)-3-ethylcarbimdie.HCl (EDC.HCl). After dissolving and still maintaining the ice-salt bath, 240 mg dimethylamine.HCl were added dissolved in 10 ml anhydrous tetrahydrofuran and 325 microliters 4-methylmorpholine (NMM). The yellowish gold solution wa... The product is CN(C(C(=O)CC1=CNC2=CC=CC=C12)=O)C (N,N-dimethyl 3-indolepyruvamide). As a reaction SMILES: [NH:1]1[C:9]2[C:4](=[CH:5][CH:6]=[CH:7][CH:8]=2)[C:3]([CH2:10][C:11](=[O:15])[C:12](O)=[O:13])=[CH:2]1.OC1C2N=NNC=2C=CC=1.Cl.[CH3:27][NH:28][CH3:29]>O1CCCC1.CN1CCOCC1.[Au].C(Cl)Cl>[CH3:27][N:28]([CH3:29])[C:12](=[O:13])[C:11]([CH2:10][C:3]1[C:4]2[C:9](=[CH:8][CH:7]=[CH:6][CH:5]=2)[NH:1][CH:2]=1)=[O:15]. Reagents/catalysts: [Au] (gold). Run in O1CCCC1 (tetrahydrofuran), O1CCCC1 (tetrahydrofuran), C(Cl)Cl (CH2Cl2), CN1CCOCC1 (4-methylmorpholine). The reactants are OC1=CC=CC=2NN=NC21 (hydroxybenzotriazole), N1C=C(C2=CC=CC=C12)CC(C(=O)O)=O (3-indolepyruvic acid), ice-salt, CNC (dimethylamine), Cl (HCl), Cl (HCl). Starting materials: NC1=C(C(=O)OC)C=C(C=C1)OC (methyl 2-amino-5-methoxybenzoate), NC1=C(C(=O)O)C=CC(=C1)C (2-amino-4-methylbenzoic acid). Yields the product NC1=C(C(=O)OC)C=CC(=C1)C (Methyl 2-amino-4-methylbenzoate). RXN SMILES: [NH2:1][C:2]1[CH:11]=[CH:10][C:9](OC)=[CH:8][C:3]=1[C:4]([O:6][CH3:7])=[O:5].N[C:15]1C=C(C)C=CC=1C(O)=O>>[NH2:1][C:2]1[CH:11]=[C:10]([CH3:15])[CH:9]=[CH:8][C:3]=1[C:4]([O:6][CH3:7])=[O:5]. Procedure details: In a manner similar to that described above for methyl 2-amino-5-methoxybenzoate, 1.90 g of 2-amino-4-methylbenzoic acid was converted to i-g (94%): MS m/z=166 (M+H). Starting materials: ClC1=CC(=C(N=N1)C(=O)N)NC1=NC(=C(C=C1)C(C)C)OC (6-chloro-4-(5-isopropyl-6-methoxypyridin-2-ylamino)pyridazine-3-carboxamide), N[C@H]1[C@H](COCC1)NC(OC(C)(C)C)=O (tert-butyl (3R,4R)-4-aminotetrahydro-2H-pyran-3-ylcarbamate). Solvent: C(C)(=O)OCC (ethyl acetate), [Cl-].[Na+].O (brine), CN1CCCC1=O (NMP). Conditions: temperature 140 celsius. Product: C(N)(=O)C1=C(C=C(N=N1)N[C@H]1[C@H](COCC1)NC(OC(C)(C)C)=O)NC1=NC(=C(C=C1)C(C)C)OC (tert-butyl (3R,4R)-4-(6-carbamoyl-5-(5-isopropyl-6-methoxypyridin-2-ylamino)pyridazin-3-ylamino)tetrahydro-2H-pyran-3-ylcarbamate). The yield is 36.2%. As a reaction SMILES: Cl[C:2]1[N:7]=[N:6][C:5]([C:8]([NH2:10])=[O:9])=[C:4]([NH:11][C:12]2[CH:17]=[CH:16][C:15]([CH:18]([CH3:20])[CH3:19])=[C:14]([O:21][CH3:22])[N:13]=2)[CH:3]=1.[NH2:23][C@@H:24]1[CH2:29][CH2:28][O:27][CH2:26][C@@H:25]1[NH:30][C:31](=[O:37])[O:32][C:33]([CH3:36])([CH3:35])[CH3:34]>CN1C(=O)CCC1.C(OCC)(=O)C.[Cl-].[Na+].O>[C:8]([C:5]1[N:6]=[N:7][C:2]([NH:23][C@@H:24]2[CH2:29][CH2:28][O:27][CH2:26][C@@H:25]2[NH:30][C:31](=[O:37])[O:32][C:33]([CH3:35])([CH3:34])[CH3:36])=[CH:3][C:4]=1[NH:11][C:12]1[CH:17]=[CH:16][C:15]([CH:18]([CH3:20])[CH3:19])=[C:14]([O:21][CH3:22])[N:13]=1)(=[O:9])[NH2:10] |f:4.5.6|. Reported procedure: To a solution of 6-chloro-4-(5-isopropyl-6-methoxypyridin-2-ylamino)pyridazine-3-carboxamide (250 mg, 777 μmol) in NMP (2.6 mL) was added tert-butyl (3R,4R)-4-aminotetrahydro-2H-pyran-3-ylcarbamate (672 mg, 2.33 mmol) in four portions approximately every 12 h and heated to 140° C. in the periods between additions. After a total of 48 h, the mixture was cooled then diluted with ethyl acetate and brine. The phases were separated then the organic phase was washed with brine (2×), concentrated in va... The reactants are CC(C#N)(C)NS(=O)(=O)CCCCl (2-methyl-2-(3-chloropropylsulfonamido)propionitrile), CC(C#N)(C)NS(=O)(=O)CCCCl (2-Methyl-2-(3-chloropropylsulfonamido)-propionitrile), ClC(C(Cl)(Cl)Cl)SCl (tetrachloroethylsulfenyl chloride), [OH-].[Na+] (sodium hydroxide), C(Cl)Cl (methylene chloride). The reagents and catalysts are [Cl-].C(C1=CC=CC=C1)[N+](CC)(CC)CC (benzyltriethylammonium chloride). Solvent: O (water). Run at time 3 hour. The product is ClC(C(Cl)Cl)(SN(S(=O)(=O)CCCCl)C(C)(C)C#N)Cl (N-(1,1,2,2-Tetrachloroethylthio)-N-(2-cyano-2-propyl)-3-chloropropylsulfonamide). Reaction SMILES: [CH3:1][C:2]([NH:6][S:7]([CH2:10][CH2:11][CH2:12][Cl:13])(=[O:9])=[O:8])([CH3:5])[C:3]#[N:4].[Cl:14][CH:15]([S:20]Cl)[C:16](Cl)([Cl:18])[Cl:17].[OH-].[Na+].C(Cl)[Cl:25]>[Cl-].C([N+](CC)(CC)CC)C1C=CC=CC=1.O>[Cl:25][C:15]([Cl:14])([S:20][N:6]([C:2]([C:3]#[N:4])([CH3:1])[CH3:5])[S:7]([CH2:10][CH2:11][CH2:12][Cl:13])(=[O:8])=[O:9])[CH:16]([Cl:18])[Cl:17] |f:2.3,5.6|. Reported procedure: To a stirred mixture of 2.25 g (0.01 mole) 2-methyl-2-(3-chloropropylsulfonamido)propionitrile (the product of Example 35) and 2.87 g (0.011 mole) tetrachloroethylsulfenyl chloride with 0.1 g benzyltriethylammonium chloride in 100 ml methylene chloride, 0.48 g [(0.012 mole) 0.96 g as a 50% weight/weight solution] sodium hydroxide dissolved in 20 ml water was added slowly. The reaction mixture was stirred for three hours. The mixture was washed three times with 100 ml water. The organic layers we... Yields the product O=C(NC(c1ccccc1)c1cc2ccncc2[nH]1)c1ccccc1. The reactants are O=C(O)c1ccccc1, NC(c1ccccc1)c1cc2ccncc2[nH]1. Reaction SMILES: [OH:1][C:2](=[O:3])[c:4]1[cH:5][cH:6][cH:7][cH:8][cH:9]1.[c:10]1([CH:16]([c:17]2[cH:18][c:19]3[c:20]([cH:21][n:22][cH:23][cH:24]3)[nH:25]2)[NH2:26])[cH:11][cH:12][cH:13][cH:14][cH:15]1>>[C:2](=[O:3])([c:4]1[cH:5][cH:6][cH:7][cH:8][cH:9]1)[NH:26][CH:16]([c:10]1[cH:11][cH:12][cH:13][cH:14][cH:15]1)[c:17]1[cH:18][c:19]2[c:20]([cH:21][n:22][cH:23][cH:24]2)[nH:25]1.